This data is from the Open Reaction Database (ORD), a public repository of structured organic reaction records. The task is: describe an organic reaction: reactants, conditions, products, and yield Starting materials: B1(N2CCC[C@@H]2C(O1)(C3=CC=CC=C3)C4=CC=CC=C4)C ((R)-2-methyl-CBS-oxazaborolidine monohydrate), Br.BrCC(=O)C=1C=NC=CC1 (3-(2-bromoacetyl)pyridine hydrobromide). Yields the product O1[C@@H](C1)C=1C=NC=CC1 (3-[(2R)-Oxiranyl]pyridine). As a reaction SMILES: B1(C)OC(C2C=CC=CC=2)(C2C=CC=CC=2)[C@@H]2N1CCC2.Br.Br[CH2:24][C:25]([C:27]1[CH:28]=[N:29][CH:30]=[CH:31][CH:32]=1)=[O:26]>>[O:26]1[CH2:24][C@H:25]1[C:27]1[CH:28]=[N:29][CH:30]=[CH:31][CH:32]=1 |f:1.2|. Reported procedure: The title compound was prepared from (R)-2-methyl-CBS-oxazaborolidine monohydrate and 3-(2-bromoacetyl)pyridine hydrobromide in substantially the same manner, as described in Example 123. The product was obtained as an oil; 1H NMR (300 MHz, DMSO-d6) δ 2.94-2.97 (m, 1H), 3.14-3.17 (m, 1H), 3.99-4.01 (m, 1H), 7.36-7.40 (m, 1H), 7.63-7.66 (m, 1H), 8.51-8.55 (m, 2H); MS (ES) m/z: 121 (M+). The reactants are C(C)(C)(C)[Si](OCCC=C[Sn](CCCC)(CCCC)CCCC)(C)C (Tert-butyl-dimethyl-(4-tributylstannanyl-but-3-enyloxy)-silane), OS(=O)(=O)C(F)(F)F.C(#N)C1=CC=C(C=C1)C1=CC=CC=C1 (4′-cyanobiphenyl triflate). The reagents and catalysts are Cl[Pd]([P](C1=CC=CC=C1)(C2=CC=CC=C2)C3=CC=CC=C3)([P](C4=CC=CC=C4)(C5=CC=CC=C5)C6=CC=CC=C6)Cl (Pd(PPh3)2Cl2). Run in CN(C)C=O (DMF). Yields the product C(C)(C)(C)[Si](OCCC=CC1=CC=C(C=C1)C1=CC=C(C=C1)C#N)(C)C (4′-[4-(Tert-butyl-dimethyl-silanyloxy)-but-1-enyl]-biphenyl-4-carbonitrile). RXN SMILES: [C:1]([Si:5]([CH3:25])([CH3:24])[O:6][CH2:7][CH2:8][CH:9]=[CH:10][Sn](CCCC)(CCCC)CCCC)([CH3:4])([CH3:3])[CH3:2].OS(C(F)(F)F)(=O)=O.[C:34]([C:36]1[CH:41]=[CH:40][C:39]([C:42]2[CH:47]=[CH:46][CH:45]=[CH:44][CH:43]=2)=[CH:38][CH:37]=1)#[N:35]>CN(C=O)C.Cl[Pd](Cl)([P](C1C=CC=CC=1)(C1C=CC=CC=1)C1C=CC=CC=1)[P](C1C=CC=CC=1)(C1C=CC=CC=1)C1C=CC=CC=1>[C:1]([Si:5]([CH3:24])([CH3:25])[O:6][CH2:7][CH2:8][CH:9]=[CH:10][C:45]1[CH:44]=[CH:43][C:42]([C:39]2[CH:38]=[CH:37][C:36]([C:34]#[N:35])=[CH:41][CH:40]=2)=[CH:47][CH:46]=1)([CH3:2])([CH3:3])[CH3:4] |f:1.2,^1:55,74|. Reported procedure: A solution of Example 31B (4.95 g, 10.4 mmol), 4′-cyanobiphenyl triflate (3.1 g, 9.48 mmol, prepared from 4′-hydroxybiphenyl-4-carbonitrile by standard methods), and Pd(PPh3)2Cl2 (0.332 g, 0.47 mmol) in DMF (20 mL) was stirred at 80° C. overnight. The mixture was cooled to room temperature and partitioned between ethyl acetate and water. The organic layer was dried (MgSO4) and filtered. The filtrate was concentrated under reduced pressure and the residue was purified by column chromatography (97... Yields the product OCCCC(c1ccccc1)c1ccccc1. Starting materials: CO, OCCCC(O)(c1ccccc1)c1ccccc1. As a reaction SMILES: [CH3:19][OH:20].[c:1]1([C:7]([CH2:8][CH2:9][CH2:10][OH:11])([OH:12])[c:13]2[cH:14][cH:15][cH:16][cH:17][cH:18]2)[cH:2][cH:3][cH:4][cH:5][cH:6]1>>[c:1]1([CH:7]([CH2:8][CH2:9][CH2:10][OH:11])[c:13]2[cH:14][cH:15][cH:16][cH:17][cH:18]2)[cH:2][cH:3][cH:4][cH:5][cH:6]1. The reactants are diamine, O1C(COC2=C(N)C(=CC(=C2)C)[N+](=O)[O-])C1 (2-(2,3-epoxypropoxy)-4-methyl-6-nitroaniline), CC(C)N (2-propylamine). Yields the product OC(COC1=C(N)C(=CC(=C1)C)[N+](=O)[O-])CNC(C)C (2-[2-hydroxy-3-(2-propylamino)-propoxy]-4-methyl-6-nitroaniline). As a reaction SMILES: [O:1]1[CH2:16][CH:2]1[CH2:3][O:4][C:5]1[CH:11]=[C:10]([CH3:12])[CH:9]=[C:8]([N+:13]([O-:15])=[O:14])[C:6]=1[NH2:7].[CH3:17][CH:18]([NH2:20])[CH3:19]>>[OH:1][CH:2]([CH2:16][NH:20][CH:18]([CH3:19])[CH3:17])[CH2:3][O:4][C:5]1[CH:11]=[C:10]([CH3:12])[CH:9]=[C:8]([N+:13]([O-:15])=[O:14])[C:6]=1[NH2:7]. Procedure: The diamine used as intermediate is obtained by reacting the 2-(2,3-epoxypropoxy)-4-methyl-6-nitroaniline described in Example 1 with 2-propylamine to give 2-[2-hydroxy-3-(2-propylamino)-propoxy]-4-methyl-6-nitroaniline, which is then subjected to catalytic hydrogenation. The reactants are N#CCCNN, O=Cc1ccccc1. The product is N#CCCNN=Cc1ccccc1. RXN SMILES: [C:9](#[N:10])[CH2:11][CH2:12][NH:13][NH2:14].[CH:1](=[O:2])[c:3]1[cH:4][cH:5][cH:6][cH:7][cH:8]1>>[CH:1]([c:3]1[cH:4][cH:5][cH:6][cH:7][cH:8]1)=[N:14][NH:13][CH2:12][CH2:11][C:9]#[N:10].